describe an organic reaction: reactants, conditions, products, and yield From a dataset of the Open Reaction Database (ORD), a public repository of structured organic reaction records. Reactants: C(C1=CC=CC=C1)OC1=CC(=C(NCC2=CC3=C(N=C(S3)SC)C=C2)C=C1)[N+](=O)[O-] (4-(benzyloxy)-N-((2-(methylthio)benzo[d]thiazol-6-yl)methyl)-2-nitroaniline), CC(=O)O (HOAc), CO (MeOH). The reagents and catalysts are [Zn] (zinc). The solvent is C(Cl)Cl (DCM). Run at temperature 5 celsius, time 1 hour. The product is C(C1=CC=CC=C1)OC=1C=C(C(=CC1)NCC1=CC2=C(N=C(S2)SC)C=C1)N (4-(benzyloxy)-N1-((2-(methylthio)benzo[d]thiazol-6-yl)methyl)benzene-1,2-diamine). Yield: 95.2%. RXN SMILES: [CH2:1]([O:8][C:9]1[CH:27]=[CH:26][C:12]([NH:13][CH2:14][C:15]2[CH:25]=[CH:24][C:18]3[N:19]=[C:20]([S:22][CH3:23])[S:21][C:17]=3[CH:16]=2)=[C:11]([N+:28]([O-])=O)[CH:10]=1)[C:2]1[CH:7]=[CH:6][CH:5]=[CH:4][CH:3]=1.CC(O)=O.CO>[Zn].C(Cl)Cl>[CH2:1]([O:8][C:9]1[CH:10]=[C:11]([NH2:28])[C:12]([NH:13][CH2:14][C:15]2[CH:25]=[CH:24][C:18]3[N:19]=[C:20]([S:22][CH3:23])[S:21][C:17]=3[CH:16]=2)=[CH:26][CH:27]=1)[C:2]1[CH:3]=[CH:4][CH:5]=[CH:6][CH:7]=1. Reported procedure: To a mixture of 4-(benzyloxy)-N-((2-(methylthio)benzo[d]thiazol-6-yl)methyl)-2-nitroaniline (2.8 g, 6.42 mmol) from the previous step, HOAc (7.5 mL), MeOH (7.5 mL) and DCM (50 mL) at 0° C. was added portionwise zinc dust (4.25 g, 65.4 mmol). The reaction mixture was stirred at 5° C. for 1 h. The mixture was filtered and the filtrate was diluted with DCM and washed sequentially with water and saturated aq NaHCO3. The organic layer was separated, dried over Na2SO4, filtered, and concentrated under... Product: 69.1, C1(=CC=CC=C1)CNC1CCN(CCC1)C(=O)OCC (ethyl hexahydro-4-[(phenylmethyl)amino]-1H-azepine-1-carboxylate). Reagents/catalysts: [Pd] (palladium-on-charcoal). Reactants: 46, O=C1CCN(CCC1)C(=O)OCC (ethyl hexahydro-4-oxo-1H-azepine-1-carboxylate), C1(=CC=CC=C1)CN (benzenemethanamine), S1C=CC=C1 (thiophene), [H][H] (hydrogen). Reported procedure: A mixture of 46 parts of ethyl hexahydro-4-oxo-1H-azepine-1-carboxylate, 26 parts of benzenemethanamine, 2 parts of a solution of thiophene in methanol 4% and 400 parts of methanol was hydrogenated at normal pressure and at room temperature with 4 parts of palladium-on-charcoal catalyst 10%. After the calculated amount of hydrogen was taken up, the catalyst was filtered off and the filtrate was evaporated, yielding 69.1 parts (100%) of ethyl hexahydro-4-[(phenylmethyl)amino]-1H-azepine-1-carboxy... The solvent is CO (methanol), CO (methanol). The yield is 100.0%. As a reaction SMILES: O=[C:2]1[CH2:8][CH2:7][CH2:6][N:5]([C:9]([O:11][CH2:12][CH3:13])=[O:10])[CH2:4][CH2:3]1.[C:14]1([CH2:20][NH2:21])[CH:19]=[CH:18][CH:17]=[CH:16][CH:15]=1.S1C=CC=C1.[H][H]>CO.[Pd]>[C:14]1([CH2:20][NH:21][CH:2]2[CH2:8][CH2:7][CH2:6][N:5]([C:9]([O:11][CH2:12][CH3:13])=[O:10])[CH2:4][CH2:3]2)[CH:19]=[CH:18][CH:17]=[CH:16][CH:15]=1. The reactants are BrC=1C(=NC=CC1)C=1NC=CN1 (3-bromo-2-(1H-imidazol-2-yl)-pyridine), BrC=1C(=NC=CC1)C#N (3-bromo-pyridine-2-carbonitrile), O (water). Reagents/catalysts: [C-]#N.[Zn+2].[C-]#N (zinc cyanide), C=1C=CC(=CC1)/C=C/C(=O)/C=C/C2=CC=CC=C2.C=1C=CC(=CC1)/C=C/C(=O)/C=C/C2=CC=CC=C2.C=1C=CC(=CC1)/C=C/C(=O)/C=C/C2=CC=CC=C2.[Pd].[Pd] (Pd2(dba)3), C1=CC=C(C=C1)P([C-]2C=CC=C2)C3=CC=CC=C3.C1=CC=C(C=C1)P([C-]2C=CC=C2)C3=CC=CC=C3.[Fe+2] (DPPF). Run in CN(C)C=O (DMF). Conditions: temperature 40 celsius. The product is N1C(=NC=C1)C1=C(C#N)C=CC=N1 (2-(1H-imidazol-2-yl)-nicotinonitrile). As a reaction SMILES: Br[C:2]1[C:3]([C:8]2[NH:9][CH:10]=[CH:11][N:12]=2)=[N:4][CH:5]=[CH:6][CH:7]=1.BrC1[C:15](C#N)=[N:16]C=CC=1.O>CN(C=O)C.[C-]#N.[Zn+2].[C-]#N.C1C=CC(/C=C/C(/C=C/C2C=CC=CC=2)=O)=CC=1.C1C=CC(/C=C/C(/C=C/C2C=CC=CC=2)=O)=CC=1.C1C=CC(/C=C/C(/C=C/C2C=CC=CC=2)=O)=CC=1.[Pd].[Pd].C1C=CC(P(C2C=CC=CC=2)[C-]2C=CC=C2)=CC=1.C1C=CC(P(C2C=CC=CC=2)[C-]2C=CC=C2)=CC=1.[Fe+2]>[NH:12]1[CH:11]=[CH:10][N:9]=[C:8]1[C:3]1[N:4]=[CH:5][CH:6]=[CH:7][C:2]=1[C:15]#[N:16] |f:4.5.6,7.8.9.10.11,12.13.14|. Procedure: A mixture of 3-bromo-2-(1H-imidazol-2-yl)-pyridine (prepared from 3-bromo-pyridine-2-carbonitrile essentially as described by Clews et al., Synthesis (2001):1549) (675 mg, 3 mmol), zinc cyanide (223 mg, 1.9 mmol), Pd2(dba)3 (137 mg, 0.15 mmol), DPPF (160 mg, 0.3 mmol) and water (0.2 mL) in DMF (15 mL) is degassed with argon for 15 minutes. The mixture is then heated at 40° C. overnight in a sealed tube. Solvent is removed, water (30 mL) is added and the mixture is extracted with methylene chlori...